From a dataset of the Open Reaction Database (ORD), a public repository of structured organic reaction records. describe an organic reaction: reactants, conditions, products, and yield The reactants are crystals, C(C)OC(C(CC1=CC=C(C=C1)OCCN1CCCCC1)(S(=O)(=O)C1=C(OC=C1)C)C)=O (2-methyl-2-(2-methyl-furan-3-sulfonyl)-3-[4-(2-piperidin-1-yl-ethoxy)-phenyl]-propionic acid ethyl ester), C(C)OC(C(C)S(=O)(=O)C1=C(OC=C1)C)=O (2-(2-methyl-furan-3-sulfonyl)-propionic acid ethyl ester), ClCC1=CC=C(OCCN2CCCCC2)C=C1 (1-[2-(4-chloromethylphenoxy)-ethyl]-piperidine). The solvent is [OH-].[Na+] (sodium hydroxide), C(C)O (ethanol). Product: C(C)OC(C(CC1=CC=C(C=C1)OCCN1CCCCC1)(S(=O)(=O)C1=C(OC=C1)C)C)=O (2-Methyl-2-(2-methyl-furan-3-sulfonyl)-3-[4-(2-piperidin-yl-ethoxy)-phenyl]-propionic acid ethyl ester), CC(C(=O)O)(CC1=CC=C(C=C1)OCCN1CCCCC1)S(=O)(=O)C1=C(OC=C1)C (2-Methyl-2-(2-methyl-furan-3-sulfonyl)-3-[4-(2-piperidin-1-yl-ethoxy)-phenyl]-propionic acid). As a reaction SMILES: C(OC(=O)C(S(C1C=COC=1C)(=O)=O)C)C.ClCC1C=CC(OCCN2CCCCC2)=CC=1.[CH2:34]([O:36][C:37](=[O:65])[C:38]([CH3:64])([S:55]([C:58]1[CH:62]=[CH:61][O:60][C:59]=1[CH3:63])(=[O:57])=[O:56])[CH2:39][C:40]1[CH:45]=[CH:44][C:43]([O:46][CH2:47][CH2:48][N:49]2[CH2:54][CH2:53][CH2:52][CH2:51][CH2:50]2)=[CH:42][CH:41]=1)[CH3:35]>C(O)C.[OH-].[Na+]>[CH2:34]([O:36][C:37](=[O:65])[C:38]([CH3:64])([S:55]([C:58]1[CH:62]=[CH:61][O:60][C:59]=1[CH3:63])(=[O:57])=[O:56])[CH2:39][C:40]1[CH:45]=[CH:44][C:43]([O:46][CH2:47][CH2:48][N:49]2[CH2:50][CH2:51][CH2:52][CH2:53][CH2:54]2)=[CH:42][CH:41]=1)[CH3:35].[CH3:64][C:38]([S:55]([C:58]1[CH:62]=[CH:61][O:60][C:59]=1[CH3:63])(=[O:57])=[O:56])([CH2:39][C:40]1[CH:45]=[CH:44][C:43]([O:46][CH2:47][CH2:48][N:49]2[CH2:50][CH2:51][CH2:52][CH2:53][CH2:54]2)=[CH:42][CH:41]=1)[C:37]([OH:65])=[O:36] |f:4.5|. Procedure: 2-Methyl-2-(2-methyl-furan-3-sulfonyl)-3-[4-(2-piperidin-yl-ethoxy)-phenyl]-propionic acid ethyl ester was prepared according to the general method as outlined in example 9. Starting from 2-(2-methyl-furan-3-sulfonyl)-propionic acid ethyl ester (2.4 g, 9.8 mmol) and 1-[2-(4-chloromethylphenoxy)-ethyl]-piperidine (2.96 g, 10.7 mmol); Yield 2.4 g (92%); amber oil; MS 464.2 (M+H)+. 2-Methyl-2-(2-methyl-furan-3-sulfonyl)-3-[4-(2-piperidin-1-yl-ethoxy)-phenyl]-propionic acid was prepared according to... Starting materials: CC(C)(C)[O-].[K+] (t-BuOK), C1CCOC1 (THF), C(C#C)OC1=CC2=CC3=CC=CC=C3C=C2C=C1 (2-propargyloxyanthracene), C1CCOC1 (THF). Solvent: O (water). The product is C(=C=C)OC1=CC2=CC3=CC=CC=C3C=C2C=C1 (2-allenyloxy anthracene). Yield: 56.5%. Reaction SMILES: CC([O-])(C)C.[K+].C1COCC1.[CH2:12]([O:15][C:16]1[CH:29]=[CH:28][C:27]2[C:18](=[CH:19][C:20]3[C:25]([CH:26]=2)=[CH:24][CH:23]=[CH:22][CH:21]=3)[CH:17]=1)[C:13]#[CH:14]>O>[CH:12]([O:15][C:16]1[CH:29]=[CH:28][C:27]2[C:18](=[CH:19][C:20]3[C:25]([CH:26]=2)=[CH:24][CH:23]=[CH:22][CH:21]=3)[CH:17]=1)=[C:13]=[CH2:14] |f:0.1|. Procedure details: Into a similar reaction vessel, as used in the abovementioned reaction, were placed 1.203 parts of t-BuOK and 6.816 parts of THF and to this, a mixture of 10.000 parts of 2-propargyloxyanthracene and 23.333 parts of THF was added dropwise. The content was reacted at 50° C. for 60 minutes and then a deionized water was added to stop the reaction. THF layer and water layer were removed off by using an evaporator, and the residue was subjected to a column chromatography (silica gel 200 mesh) to obt... Starting materials: N1C(=NC=C1)C(=O)NN (2-imidazolecarboxylic acid hydrazide), COC(CCC)(OC)OC (trimethylorthobutyrate). Run in C(C)O (ethanol). Yields the product C(CC)C1=NNC(C=2N1C=CN2)=O (5-n-propyl-imidazo[1,2-d]-as-triazin-8(7H)-one). As a reaction SMILES: [NH:1]1[CH:5]=[CH:4][N:3]=[C:2]1[C:6]([NH:8][NH2:9])=[O:7].CO[C:12](OC)(OC)[CH2:13][CH2:14][CH3:15]>C(O)C>[CH2:13]([C:12]1[N:1]2[CH:5]=[CH:4][N:3]=[C:2]2[C:6](=[O:7])[NH:8][N:9]=1)[CH2:14][CH3:15]. Reported procedure: A mixture of 37.0 gm. of 2-imidazolecarboxylic acid hydrazide, prepared by the method of U.S. Pat. No. 3,600,399, 2.5 liters of ethanol and 325 ml. of trimethylorthobutyrate is refluxed overnight and evaporated to a solid. This solid is ground, added to 400 ml. of diphenyl ether and heated in an oil bath at 220°-245° C. for 30 minutes. The mixture is cooled to room temperature and crystallized by the addition of 100 ml. of petroleum ether. The solid is collected, washed twice with petroleum ethe... The reactants are O=C([O-])O, C=Cc1cccc2ccc(OC)cc12, [O-][I+3]([O-])([O-])[O-], [Na+], [Na+], C1CCOC1, O. The product is COc1ccc2cccc(C=O)c2c1. RXN SMILES: [C:21](=[O:22])([O-:23])[OH:24].[CH3:1][O:2][c:3]1[cH:4][cH:5][c:6]2[cH:7][cH:8][cH:9][c:10]([CH:13]=[CH2:14])[c:11]2[cH:12]1.[I+3:15]([O-:16])([O-:17])([O-:18])[O-:19].[Na+:20].[Na+:25].[O:27]1[CH2:28][CH2:29][CH2:30][CH2:31]1.[OH2:26]>>[CH3:1][O:2][c:3]1[cH:4][cH:5][c:6]2[cH:7][cH:8][cH:9][c:10]([CH:13]=[O:16])[c:11]2[cH:12]1. Starting materials: C(C=C)N1C(C2=CC=C(C=C2C1=O)C(=O)O)=O (2-Allyl-1,3-dioxoisoindoline-5-carboxylic acid), Cl.FC(C1=CC=C(C=C1)[C@H](N)C1=NC=CC=C1C(F)(F)F)(F)F ((S)-(4-(trifluoromethyl)-phenyl)(3-(trifluoromethyl)pyridin-2-yl)methanamine hydrochloride), CN1C(C2=CC=C(C=C2C1=O)C(=O)O)=O (2-methyl-1,3-dioxoisoindoline-5-carboxylic acid). The product is CN1C(C2=CC=C(C=C2C1=O)C(=O)N[C@H](C1=NC=CC=C1C(F)(F)F)C1=CC=C(C=C1)C(F)(F)F)=O ((S)-2-methyl-1,3-dioxo-N-((4-(trifluoromethyl)phenyl)(3-(trifluoromethyl)pyridin-2-yl)methyl)isoindoline-5-carboxamide). As a reaction SMILES: [CH2:1]([N:4]1[C:12](=[O:13])[C:11]2[C:6](=[CH:7][CH:8]=[C:9]([C:14]([OH:16])=O)[CH:10]=2)[C:5]1=[O:17])C=C.Cl.[F:19][C:20]([F:40])([F:39])[C:21]1[CH:26]=[CH:25][C:24]([C@@H:27]([C:29]2[C:34]([C:35]([F:38])([F:37])[F:36])=[CH:33][CH:32]=[CH:31][N:30]=2)[NH2:28])=[CH:23][CH:22]=1.CN1C(=O)C2C(=CC=C(C(O)=O)C=2)C1=O>>[CH3:1][N:4]1[C:12](=[O:13])[C:11]2[C:6](=[CH:7][CH:8]=[C:9]([C:14]([NH:28][C@@H:27]([C:24]3[CH:25]=[CH:26][C:21]([C:20]([F:40])([F:19])[F:39])=[CH:22][CH:23]=3)[C:29]3[C:34]([C:35]([F:36])([F:37])[F:38])=[CH:33][CH:32]=[CH:31][N:30]=3)=[O:16])[CH:10]=2)[C:5]1=[O:17] |f:1.2|. Reported procedure: 2-Allyl-1,3-dioxoisoindoline-5-carboxylic acid was then coupled with Intermediate 1 using the general methods described above for the amide coupling reaction (Table 2) to provide the title compound, (S)-2-methyl-1,3-dioxo-N-((4-(trifluoromethyl)phenyl)(3-(trifluoromethyl)pyridin-2-yl)methyl)isoindoline-5-carboxamide as a white solid. 1H NMR (300 MHz, CDCl3) δ ppm 8.95 (d, J=4.7 Hz, 1H), 8.44 (d, J=7.5 Hz, 1H), 8.31-8.20 (m, 2H), 8.08 (d, J=8.2 Hz, 1H), 7.93 (d, J=7.6 Hz, 1H), 7.65-7.42 (m, 5H), ... The reactants are COC(=O)N[C@H](C(=O)O)CC1=CC=CC2=CC=CC=C12 ((2S)-2-methoxycarbonylamino-3-naphthalen-1-yl-propionic acid), amine, NC1=CC=C(C=C1)S(=O)(=O)N(CC(C)C)[C@@H](CCCN)CO ((1S)-4-Amino-N-(4-amino-1-hydroxymethyl-butyl)-N-isobutyl-benzenesulfonamide). Product: COC(N[C@@H](CC1=CC=CC2=CC=CC=C12)C(NCCC[C@@H](CO)N(CC(C)C)S(=O)(=O)C1=CC=C(C=C1)N)=O)=O ((1S,4S)-(1-{4-[(4-Amino-benzenesulfonyl)-isobutyl-amino]-5-hydroxy-pentylcarbamoyl}-2-naphthalen-1-yl-ethyl)-carbamic Acid Methyl Ester). As a reaction SMILES: [CH3:1][O:2][C:3]([NH:5][C@@H:6]([CH2:10][C:11]1[C:20]2[C:15](=[CH:16][CH:17]=[CH:18][CH:19]=2)[CH:14]=[CH:13][CH:12]=1)[C:7]([OH:9])=O)=[O:4].[NH2:21][C:22]1[CH:27]=[CH:26][C:25]([S:28]([N:31]([C@H:36]([CH2:41][OH:42])[CH2:37][CH2:38][CH2:39][NH2:40])[CH2:32][CH:33]([CH3:35])[CH3:34])(=[O:30])=[O:29])=[CH:24][CH:23]=1>>[CH3:1][O:2][C:3](=[O:4])[NH:5][C@H:6]([C:7](=[O:9])[NH:40][CH2:39][CH2:38][CH2:37][C@H:36]([N:31]([S:28]([C:25]1[CH:24]=[CH:23][C:22]([NH2:21])=[CH:27][CH:26]=1)(=[O:30])=[O:29])[CH2:32][CH:33]([CH3:34])[CH3:35])[CH2:41][OH:42])[CH2:10][C:11]1[C:20]2[C:15](=[CH:16][CH:17]=[CH:18][CH:19]=2)[CH:14]=[CH:13][CH:12]=1. Procedure details: The title compound was prepared from general procedure A using (2S)-2-methoxycarbonylamino-3-naphthalen-1-yl-propionic acid and amine intermediate VII. The final product was obtained in 76% yield. Rf=0.57, EtOAc 100%. Reactants: OC1=CC=C(C2=CC3=CC=CC=C3C=C12)O (1,4-Dihydroxyanthracene). The reagents and catalysts are [Ag]=O (silver oxide). The product is C1(C=CC(C2=CC3=CC=CC=C3C=C12)=O)=O (1,4-anthracenedione). As a reaction SMILES: [OH:1][C:2]1[C:15]2[C:6](=[CH:7][C:8]3[C:13]([CH:14]=2)=[CH:12][CH:11]=[CH:10][CH:9]=3)[C:5]([OH:16])=[CH:4][CH:3]=1>[Ag]=O>[C:2]1(=[O:1])[C:15]2[C:6](=[CH:7][C:8]3[C:13]([CH:14]=2)=[CH:12][CH:11]=[CH:10][CH:9]=3)[C:5](=[O:16])[CH:4]=[CH:3]1. Reported procedure: In the reported synthesis of 5,8-disubstituted triptycene monoquinones, (Bartlett, P. D.; Ryan, M. J.; Cohen, S. G. J. Am. Chem. Soc. 1942, 64, 2649; Skvarehenko, V. R.; Shalaev, V. K.; Klabunovskii, E. I. Russ. Chem. Rev. 1974, 43, 951; Iwamura, H.; Maino, K. An intramolecular triptycene quinhydrone. J. Chem. Soc. Chem. Commun. 1978, 720.; Quast, H.; Fuchsbauer, H. -L. Chem. Ber. 1986, 119, 1016-1038; Quast, H.; Fuchsbauer, H. -L. Chem. Ber. 1986, 119, 2414; Patney, H. K. Synthesis 1991, 694. C... Reactants: Intermediate 17, Intermediate 19, ClC1=C(C=NC=C1[N+](=O)[O-])C (4-chloro-3-methyl-5-nitro-pyridine), ClC1=C(C=NC=C1)[N+](=O)[O-] (4-chloro-3-nitropyridine), NC1=CC=CC=C1 (aniline), NC1=NC=CC=C1 (2-aminopyridine). Yields the product CC=1C2=C(C=NC1)N=NN2C2=CC=CC=C2 (7-methyl-1-phenyl-1H-[1,2,3]triazolo[4,5-c]pyridine). Reaction SMILES: Cl[C:2]1[C:7]([N+:8]([O-])=O)=[CH:6][N:5]=[CH:4][C:3]=1[CH3:11].ClC1C=C[N:16]=CC=1[N+]([O-])=O.[NH2:22][C:23]1[CH:28]=[CH:27][CH:26]=[CH:25][CH:24]=1.NC1C=CC=CN=1>>[CH3:11][C:3]1[C:2]2[N:22]([C:23]3[CH:28]=[CH:27][CH:26]=[CH:25][CH:24]=3)[N:16]=[N:8][C:7]=2[CH:6]=[N:5][CH:4]=1. Reported procedure: The title compound was prepared in a manner analogous to Intermediate 17, Step 1 through Intermediate 19, Step 3 substituting 4-chloro-3-methyl-5-nitro-pyridine for 4-chloro-3-nitropyridine, and aniline for 2-aminopyridine. MS (ESI) mass calcd. C12H10N4, 210.1. m/z found, 225.1 [M+H]+.